From a dataset of the Open Reaction Database (ORD), a public repository of structured organic reaction records. describe an organic reaction: reactants, conditions, products, and yield The reactants are FC(S(=O)(=O)N)(F)F (trifluoromethane sulfonamide), S(=O)(Cl)Cl (thionyl chloride), ClS(=O)(=O)O (chlorosulfonic acid), C(F)(F)(F)S(=O)(=O)NS(=O)(=O)F (CF3SO2NHSO2F). Product: C(F)(F)(F)S(=O)(=O)NS(=O)(=O)Cl (CF3SO2NHSO2Cl). As a reaction SMILES: [C:1]([S:5]([NH:8][S:9](F)(=[O:11])=[O:10])(=[O:7])=[O:6])([F:4])([F:3])[F:2].FC(F)(F)S(N)(=O)=O.S(Cl)([Cl:23])=O.ClS(O)(=O)=O>>[C:1]([S:5]([NH:8][S:9]([Cl:23])(=[O:11])=[O:10])(=[O:7])=[O:6])([F:4])([F:3])[F:2]. Procedure details: This example illustrates synthesis of CF3SO2NHSO2F by the reaction of trifluoromethane sulfonamide (CF3SO2NH2), thionyl chloride (SOCl2), chlorosulfonic acid (ClSO3H) to produce CF3SO2NHSO2Cl intermediate, which is then fluorinated with anhydrous hydrogen fluoride (HF) to produce CF3SO2NHSO2F.